From a dataset of the Open Reaction Database (ORD), a public repository of structured organic reaction records. describe an organic reaction: reactants, conditions, products, and yield Starting materials: ( a ), C(Cl)Cl.O (methylene chloride water), NC=1C=CC2=C(C(=NCC(N2C)=O)C2=C(C=CC=C2)F)C1 (7-amino-5-(o-fluorophenyl)-1,3-dihydro-1-methyl-2H-1,4-benzodiazepin-2-one), C(C)(C)(C)N (tert.butylamine). Product: C(C)(C)(C)NC(=O)NC=1C=CC2=C(C(=NCC(N2C)=O)C2=C(C=CC=C2)F)C1 (1-tert.butyl-3-[5-(o-fluorophenyl)-2,3-dihydro-1-methyl-2-oxo-1H-1,4-benzodiazepin-7-yl]urea). Reaction SMILES: [NH2:1][C:2]1[CH:3]=[CH:4][C:5]2[N:11]([CH3:12])[C:10](=[O:13])[CH2:9][N:8]=[C:7]([C:14]3[CH:19]=[CH:18][CH:17]=[CH:16][C:15]=3[F:20])[C:6]=2[CH:21]=1.[C:22]([NH2:26])([CH3:25])([CH3:24])[CH3:23].[CH2:27](Cl)Cl.[OH2:30]>>[C:22]([NH:26][C:27]([NH:1][C:2]1[CH:3]=[CH:4][C:5]2[N:11]([CH3:12])[C:10](=[O:13])[CH2:9][N:8]=[C:7]([C:14]3[CH:19]=[CH:18][CH:17]=[CH:16][C:15]=3[F:20])[C:6]=2[CH:21]=1)=[O:30])([CH3:25])([CH3:24])[CH3:23] |f:2.3|. Procedure: A dichloroethane solution of [5-(o-fluorophenyl)-2,3-dihydro-1-methyl-2-oxo-1H-1,4-benzodiazepin-7-yl]isocyanate, obtained as described in paragraph (a) of Example 1 from 4.2 g (0.015 M) of 7-amino-5-(o-fluorophenyl)-1,3-dihydro-1-methyl-2H-1,4-benzodiazepin-2-one, is treated with excess tert.butylamine. After concentration of the mixture, the residue is taken up in methylene chloride/water and the methylene chloride solution is washed several times with water. After drying the organic phase ove... The reactants are NC1=CC=NN1C(=O)N (5-Amino-1H-pyrazole-1-carboxamide), COC(CCCC)(OC)OC (trimethylorthovalerate). Run in hexanes. Product: C(CCC)C=1NC=2N(C(N1)=O)N=CC2 (2-Butyl-pyrazolo[1,5-a]-1,3,5-triazin-4(1H)-one). As a reaction SMILES: [NH2:1][C:2]1[N:6]([C:7]([NH2:9])=[O:8])[N:5]=[CH:4][CH:3]=1.CO[C:12](OC)(OC)[CH2:13][CH2:14][CH2:15][CH3:16]>>[CH2:13]([C:12]1[NH:1][C:2]2[N:6]([N:5]=[CH:4][CH:3]=2)[C:7](=[O:8])[N:9]=1)[CH2:14][CH2:15][CH3:16]. Procedure: A solution of 3.0 g of the product of Example 14 in 10 ml of trimethylorthovalerate is heated at 130° C. for 1 hour. The reaction mixture is cooled to room temperature and diluted with hexanes. The resulting solid is collected, washed with hexanes and dried to give 2.0 g of the desired product as a solid. M+H=193. Reactants: [N+](=O)([O-])C1=CC2=CN(C=C2C=C1)C(=O)OCC(Cl)(Cl)Cl (5-nitroisoindol-2-carboxylic acid, 2,2,2-trichloroethyl ester), stannous chloride hydrate, C([O-])([O-])=O.[K+].[K+] (potassium carbonate). Run in C(C)(=O)OCC (ethyl acetate), C(C)(=O)OCC (ethyl acetate). The product is NC=1C=C2CN(CC2=CC1)C(=O)OCC(Cl)(Cl)Cl (5-Amino-1,3-dihydro-isoindol-2-carboxylic acid, 2,2,2-trichloroethyl ester). Yield: 88.6%. RXN SMILES: [N+:1]([C:4]1[CH:12]=[CH:11][C:10]2[C:6](=[CH:7][N:8]([C:13]([O:15][CH2:16][C:17]([Cl:20])([Cl:19])[Cl:18])=[O:14])[CH:9]=2)[CH:5]=1)([O-])=O.C(=O)([O-])[O-].[K+].[K+]>C(OCC)(=O)C>[NH2:1][C:4]1[CH:5]=[C:6]2[C:10](=[CH:11][CH:12]=1)[CH2:9][N:8]([C:13]([O:15][CH2:16][C:17]([Cl:20])([Cl:18])[Cl:19])=[O:14])[CH2:7]2 |f:1.2.3|. Reported procedure: A solution of 5-nitroisoindol-2-carboxylic acid, 2,2,2-trichloroethyl ester (2.0 g, 5.9 mmol, title A compound) in ethyl acetate (20 mL) was treated with stannous chloride hydrate (6.6 g, 29.3 mmol) and the reaction mixture was heated under reflux for three hours. It was basified with saturated potassium carbonate solution, diluted with ethyl acetate (200 mL) and filtered through a celite pad. The layers were separated and the aqueous layer was extracted with ethyl acetate. The combined organic ... Starting materials: COC(=O)CNC(=O)c1cc2cc(Cl)ccc2[nH]1, CO, N. The product is NC(=O)CNC(=O)c1cc2cc(Cl)ccc2[nH]1. RXN SMILES: [CH3:1][O:2][C:3]([CH2:4][NH:5][C:6](=[O:7])[c:8]1[nH:9][c:10]2[cH:11][cH:12][c:13]([Cl:17])[cH:14][c:15]2[cH:16]1)=[O:18].[CH3:20][OH:21].[NH3:19]>>[C:3]([CH2:4][NH:5][C:6](=[O:7])[c:8]1[nH:9][c:10]2[cH:11][cH:12][c:13]([Cl:17])[cH:14][c:15]2[cH:16]1)(=[O:18])[NH2:19]. Reactants: P(P(I)I)(I)I (diphosphorus tetraiodide), C(C1=CC=CC=C1)(C1=CC=CC=C1)(C1=CC=CC=C1)NC=1SC=C(N1)C(C(=O)NC1C2CSC(C(N2C1=O)(C(=O)OC(C)(C)C)O)COC)=NOC (1,1-dimethylethyl 7-[2-(2-tritylaminothiazol-4-yl)-2-methoxyimino-acetamido]-8-oxo-2-hydroxy-3-methoxymethyl-4-thia-1-azabicyclo[4,2,0]octane-2-carboxylate). Solvent: N1=CC=CC=C1 (pyridine). Reaction conditions: time 5 minute. Product: C(C1=CC=CC=C1)(C1=CC=CC=C1)(C1=CC=CC=C1)NC=1SC=C(N1)C(C(=O)NC1C2CSC(=C(N2C1=O)C(=O)OC(C)(C)C)COC)=NOC (1,1-dimethylethyl 7-[2-(2-tritylaminothiazol-4-yl)-2-methoxyimino-acetamido]-8-oxo-3-methoxymethyl-4-thia-1-azabicyclo[4,2,0]oct-2-ene-2-carboxylate). The yield is 23.6%. RXN SMILES: P(I)(I)P(I)I.[C:7]([NH:26][C:27]1[S:28][CH:29]=[C:30]([C:32](=[N:56][O:57][CH3:58])[C:33]([NH:35][CH:36]2[C:43](=[O:44])[N:42]3[CH:37]2[CH2:38][S:39][CH:40]([CH2:53][O:54][CH3:55])[C:41]3(O)[C:45]([O:47][C:48]([CH3:51])([CH3:50])[CH3:49])=[O:46])=[O:34])[N:31]=1)([C:20]1[CH:25]=[CH:24][CH:23]=[CH:22][CH:21]=1)([C:14]1[CH:19]=[CH:18][CH:17]=[CH:16][CH:15]=1)[C:8]1[CH:13]=[CH:12][CH:11]=[CH:10][CH:9]=1>N1C=CC=CC=1>[C:7]([NH:26][C:27]1[S:28][CH:29]=[C:30]([C:32](=[N:56][O:57][CH3:58])[C:33]([NH:35][CH:36]2[C:43](=[O:44])[N:42]3[CH:37]2[CH2:38][S:39][C:40]([CH2:53][O:54][CH3:55])=[C:41]3[C:45]([O:47][C:48]([CH3:49])([CH3:50])[CH3:51])=[O:46])=[O:34])[N:31]=1)([C:14]1[CH:15]=[CH:16][CH:17]=[CH:18][CH:19]=1)([C:8]1[CH:13]=[CH:12][CH:11]=[CH:10][CH:9]=1)[C:20]1[CH:25]=[CH:24][CH:23]=[CH:22][CH:21]=1. Procedure details: 4,44 g of diphosphorus tetraiodide suspended in 35 ml of pyridine was stirred for 5 minutes and then 3.058 g of 1,1-dimethylethyl 7-[2-(2-tritylaminothiazol-4-yl)-2-methoxyimino-acetamido]-8-oxo-2-hydroxy-3-methoxymethyl-4-thia-1-azabicyclo[4,2,0]octane-2-carboxylate were added all at once and the mixture was stirred for 2 hours 40 minutes. The pyridine was distilled off and the residue was taken up in 50 ml of ethyl acetate. The mixture was filtered, and 50 ml of N hydrochloric acid were added ... The reactants are O=CC1=CC(O)=C(OC)C=C1 (isovanillin), C([O-])([O-])=O.[K+].[K+] (potassium carbonate), C1(=CC=CC=C1)C (toluene), C1(CCCC1)Br (cyclopentyl bromide). Reagents/catalysts: [I-].[K+] (potassium iodide). Run in CN(C=O)C (dimethylformamide). Run at temperature 65 celsius, time 1 day. Product: C1(CCCC1)OC=1C=C(C=O)C=CC1OC (3-cyclopentyloxy-4-methoxybenzaldehyde). The yield is 80.5%. As a reaction SMILES: [O:1]=[CH:2][C:3]1[CH:11]=[CH:10][C:7]([O:8][CH3:9])=[C:5]([OH:6])[CH:4]=1.C(=O)([O-])[O-].[K+].[K+].[CH:18]1(Br)[CH2:22][CH2:21][CH2:20][CH2:19]1.C1(C)C=CC=CC=1>CN(C)C=O.[I-].[K+]>[CH:18]1([O:6][C:5]2[CH:4]=[C:3]([CH:11]=[CH:10][C:7]=2[O:8][CH3:9])[CH:2]=[O:1])[CH2:22][CH2:21][CH2:20][CH2:19]1 |f:1.2.3,7.8|. Reported procedure: A solution of 100 g (0.66 mol) of isovanillin, 136.2 g (0.99 mol) of anhydrous potassium carbonate, and 3 g of potassium iodide in 650 ml of anhydrous dimethylformamide was stirred at 65° C. 127.3 g (0.85 mol) of cyclopentyl bromide was slowly added dropwise for 1 hour to the solution. This solution was stirred at 65° C. for 1 day and, then, its temperature was lowered to a room temperature. It was diluted by 2.0 L of toluene and was washed with 1M sodium hydroxide (2×1.5 L). The aqueous layer w... Reactants: BrC=1C=C2C=NN(C(C2=CC1)=O)CCCN1CCCCC1 (6-Bromo-2-(3-piperidinopropyl)phthalazin-1(2H)-one), Cl.ClCCCN1CCCCC1 (1-(3-chloropropyl)piperidine hydrochloride), Cl.C(C)(C)N(CCCl)C(C)C (2-(diisopropylamino)ethyl chloride hydrochloride), COC1=CC=C(C=C)C=C1 (4-methoxystyrene), C1(=C(C=CC=C1)P(C1=C(C=CC=C1)C)C1=C(C=CC=C1)C)C (tri(o-tolyl)phosphine). The reagents and catalysts are C(C)(=O)[O-].[Pd+2].C(C)(=O)[O-] (palladium acetate). The solvent is C(C)(C)O (isopropanol), C(C)#N (acetonitrile), CS(=O)C (DMSO). Run at temperature 60 celsius. The product is Br.COC1=CC=C(C=C1)/C=C/C=1C=C2C=NN(C(C2=CC1)=O)CCCN1CCCCC1 (Trans-6-[2-(4-methoxyphenyl)ethenyl]-2-(3-piperidinopropyl)phthalazin-1(2H)-one hydrobromide). Reaction SMILES: [Br:1][C:2]1[CH:3]=[C:4]2[C:9](=[CH:10][CH:11]=1)[C:8](=[O:12])[N:7]([CH2:13][CH2:14][CH2:15][N:16]1[CH2:21][CH2:20][CH2:19][CH2:18][CH2:17]1)[N:6]=[CH:5]2.Cl.ClCCCN1CCCCC1.Cl.C(N(C(C)C)CCCl)(C)C.[CH3:44][O:45][C:46]1[CH:53]=[CH:52][C:49]([CH:50]=[CH2:51])=[CH:48][CH:47]=1.C1(C)C=CC=CC=1P(C1C=CC=CC=1C)C1C=CC=CC=1C>C(O)(C)C.C([O-])(=O)C.[Pd+2].C([O-])(=O)C.C(#N)C.CS(C)=O>[BrH:1].[CH3:44][O:45][C:46]1[CH:53]=[CH:52][C:49](/[CH:50]=[CH:51]/[C:2]2[CH:3]=[C:4]3[C:9](=[CH:10][CH:11]=2)[C:8](=[O:12])[N:7]([CH2:13][CH2:14][CH2:15][N:16]2[CH2:21][CH2:20][CH2:19][CH2:18][CH2:17]2)[N:6]=[CH:5]3)=[CH:48][CH:47]=1 |f:1.2,3.4,8.9.10,13.14|. Reported procedure: 6-Bromo-2-(3-piperidinopropyl)phthalazin-1(2H)-one (7.2 gm, 0.018 mole) (prepared as in Example I, except that 1-(3-chloropropyl)piperidine hydrochloride was substituted for the 2-(diisopropylamino)ethyl chloride hydrochloride) was stirred into 10 ml DMSO plus 10 ml acetonitrile. To the resulting mixture was added 2.8 gm 4-methoxystyrene (0.021 mole), 0.1 gm tri(o-tolyl)phosphine, and 0.02 gm palladium acetate. The reaction mixture was stirred at reflux (95°-100° C.) for 24 hours. Allowed to coo... Starting materials: ClC1=CC=C(OCC2OC(CN(C2)C2=CC=CC=C2)=O)C=C1 (6-(p-chlorophenoxymethyl)-4-phenyl-2-morpholinone), C(C)(C)N (isopropylamine). Solvent: O1CCOCC1 (dioxane). Run at time 8 hour. The product is ClC1=CC=C(OCC(CN(C2=CC=CC=C2)CC(=O)NC(C)C)O)C=C1 (1-(p-chlorophenoxy)-3-(N-isopropylamino carbonylmethyl-N-phenylamino)-2-propanol). Yield: 10.5%. Reaction SMILES: [Cl:1][C:2]1[CH:22]=[CH:21][C:5]([O:6][CH2:7][CH:8]2[CH2:13][N:12]([C:14]3[CH:19]=[CH:18][CH:17]=[CH:16][CH:15]=3)[CH2:11][C:10](=[O:20])[O:9]2)=[CH:4][CH:3]=1.[CH:23]([NH2:26])([CH3:25])[CH3:24]>O1CCOCC1>[Cl:1][C:2]1[CH:22]=[CH:21][C:5]([O:6][CH2:7][CH:8]([OH:9])[CH2:13][N:12]([CH2:11][C:10]([NH:26][CH:23]([CH3:25])[CH3:24])=[O:20])[C:14]2[CH:19]=[CH:18][CH:17]=[CH:16][CH:15]=2)=[CH:4][CH:3]=1. Procedure details: After 7.0 g (0.22 moles) of 6-(p-chlorophenoxymethyl)-4-phenyl-2-morpholinone and 20 g of isopropylamine were dissolved in 50 ml of dioxane and the resulting Solution was left to stand overnight at room temperature, the reaction mixture was concentrated in vacuo. The residue was solidified by addition of a small amount of ether. The solid was filtered, washed with ether and dried to give 8.7 g of the product. Recrystallization from ethanol afforded 5.5 g (66.3%) of crystals, with a melting point... Yield: 104.6%. Solvent: C(C)O (ethanol). The product is ClC1=CC=2C3(N(C(NC2C=C1)=O)CCCO3)C3=CC=CC=C3 (10-chloro-3,4,7,11b-tetrahydro-11b-phenyl-2H,6H-[1,3]oxazino[3,2-C]quinazolin-6-one). RXN SMILES: ClC(Cl)(Cl)[C:3]([NH:5][C:6]1[CH:19]=[CH:18][C:17]([Cl:20])=[CH:16][C:7]=1[C:8]([C:10]1[CH:15]=[CH:14][CH:13]=[CH:12][CH:11]=1)=[O:9])=[O:4].[NH2:23][CH2:24][CH2:25][CH2:26]O.[OH-].[K+]>C(O)C>[Cl:20][C:17]1[CH:18]=[CH:19][C:6]2[NH:5][C:3](=[O:4])[N:23]3[CH2:24][CH2:25][CH2:26][O:9][C:8]3([C:10]3[CH:15]=[CH:14][CH:13]=[CH:12][CH:11]=3)[C:7]=2[CH:16]=1 |f:2.3|. Reported procedure: To a suspension of 11.3 g of 2-trichloroacetamido-5-chlorobenzophenone in 100 ml. of ethanol was added 4.51 g of 3-amino-1-propanol. The mixture was heated under reflux for 3 hours. Then, 1.7 g of potassium hydroxide was added thereto and the resulting mixture was further refluxed for 3 hours. After cooling, the precipitate was filtered off and washed with ethanol. The filtrate was concentrated under reduced pressure and to the residue was added 200 ml. of water. The resulting solid was collecte... Starting materials: ClC(C(=O)NC1=C(C(=O)C2=CC=CC=C2)C=C(C=C1)Cl)(Cl)Cl (2-trichloroacetamido-5-chlorobenzophenone), NCCCO (3-amino-1-propanol), [OH-].[K+] (potassium hydroxide). Starting materials: Cc1ccccc1, CN(C)CCN, [Cu]I, CC(C)OC(=O)N1CCC(Oc2cccc3c2CCN3c2ccc(I)cc2)CC1, O, CCCCO[PH](=O)OCCCC. Product: CCCCOP(=O)(OCCCC)c1ccc(N2CCc3c(OC4CCN(C(=O)OC(C)C)CC4)cccc32)cc1. Reaction SMILES: [CH3:1][c:2]1[cH:3][cH:4][cH:5][cH:6][cH:7]1.[CH3:20][N:21]([CH3:22])[CH2:23][CH2:24][NH2:25].[Cu:56][I:57].[I:26][c:27]1[cH:28][cH:29][c:30]([N:33]2[CH2:34][CH2:35][c:36]3[c:37]([O:42][CH:43]4[CH2:44][CH2:45][N:46]([C:49](=[O:50])[O:51][CH:52]([CH3:53])[CH3:54])[CH2:47][CH2:48]4)[cH:38][cH:39][cH:40][c:41]32)[cH:31][cH:32]1.[OH2:55].[PH:8]([O:9][CH2:10][CH2:11][CH2:12][CH3:13])([O:14][CH2:15][CH2:16][CH2:17][CH3:18])=[O:19]>>[P:8]([O:9][CH2:10][CH2:11][CH2:12][CH3:13])([O:14][CH2:15][CH2:16][CH2:17][CH3:18])(=[O:19])[c:27]1[cH:28][cH:29][c:30]([N:33]2[CH2:34][CH2:35][c:36]3[c:37]([O:42][CH:43]4[CH2:44][CH2:45][N:46]([C:49](=[O:50])[O:51][CH:52]([CH3:53])[CH3:54])[CH2:47][CH2:48]4)[cH:38][cH:39][cH:40][c:41]32)[cH:31][cH:32]1.